This data is from the Open Reaction Database (ORD), a public repository of structured organic reaction records. The task is: describe an organic reaction: reactants, conditions, products, and yield Reactants: C(C(=O)Cl)(=O)Cl (oxalyl chloride), CC1=C(N=C(O1)C1=CC=C(C(=O)O)C=C1)CS(=O)(=O)C1=CC=C(C=C1)C (4-(5-Methyl-4-{[(4-methylphenyl)sulfonyl]methyl}-1,3-oxazol-2-yl)benzoic Acid), CNCC=1C=NC=CC1 (N-methyl-N-(3-pyridinylmethyl)amine). The product is CN(C(C1=CC=C(C=C1)C=1OC(=C(N1)CS(=O)(=O)C1=CC=C(C=C1)C)C)=O)CC=1C=NC=CC1 (N-Methyl-4-(5-methyl-4-{[(4-methylphenyl)sulfonyl]methyl}-1,3-oxazol-2-yl)-N-(3-pyridinylmethyl)benzamide). Isolated yield 67.7%. As a reaction SMILES: C(Cl)(=O)C(Cl)=O.[CH3:7][C:8]1[O:12][C:11]([C:13]2[CH:21]=[CH:20][C:16]([C:17](O)=[O:18])=[CH:15][CH:14]=2)=[N:10][C:9]=1[CH2:22][S:23]([C:26]1[CH:31]=[CH:30][C:29]([CH3:32])=[CH:28][CH:27]=1)(=[O:25])=[O:24].[CH3:33][NH:34][CH2:35][C:36]1[CH:37]=[N:38][CH:39]=[CH:40][CH:41]=1>>[CH3:33][N:34]([CH2:35][C:36]1[CH:37]=[N:38][CH:39]=[CH:40][CH:41]=1)[C:17](=[O:18])[C:16]1[CH:20]=[CH:21][C:13]([C:11]2[O:12][C:8]([CH3:7])=[C:9]([CH2:22][S:23]([C:26]3[CH:31]=[CH:30][C:29]([CH3:32])=[CH:28][CH:27]=3)(=[O:25])=[O:24])[N:10]=2)=[CH:14][CH:15]=1. Reported procedure: Reaction of oxalyl chloride (132 λL, 1.5 mmol) and benzoic acid 4 (376 mg, 1.0 mmol) with subsequent coupling to N-methyl-N-(3-pyridinylmethyl)amine (51 mg, 1.1 mmol) gave benzamide 11 (322 mg, 67%) as a white powder: mp (EtOAc) 77-80° C.; 1H NMR δ 8.59 (br s, 1H, H-2′), 8.52 (br d, J=4.5 Hz, 1H, H-6′), 7.87 (br d, J=7.6 Hz, 2H, H-2, H-6), 7.77 (br s, 1H, H-4′), 7.66 (br d, J=8.2 Hz, 2H, H-2″, H-6″), 7.58 (br s, 2H, H-3, H-5), 7.38-7.44 (m, 3H, H-5′, H-3″, H-5″), 4.71 (br s, 2H, CH2N), 4.62 (s, ... Reactants: [N+](=O)([O-])[O-].[Na+] (sodium nitrate), N(=O)[O-].[Na+] (sodium nitrite), FC(C1=C(C=CC=C1)O)(F)F (2-trifluoromethyphenol), S(O)(O)(=O)=O (sulfuric acid). The solvent is C(Cl)Cl (methylene chloride), C(Cl)Cl (methylene chloride). Run at time 24 hour. The product is [N+](=O)([O-])C1=C(C(=CC=C1)C(F)(F)F)O (2-nitro-6-trifluoromethylphenol). Yield: 48.0%. Reaction SMILES: [F:1][C:2]([F:11])([F:10])[C:3]1[CH:8]=[CH:7][CH:6]=[CH:5][C:4]=1[OH:9].[N+:12]([O-])([O-:14])=[O:13].[Na+].S(=O)(=O)(O)O.N([O-])=O.[Na+]>C(Cl)Cl>[N+:12]([C:5]1[CH:6]=[CH:7][CH:8]=[C:3]([C:2]([F:10])([F:11])[F:1])[C:4]=1[OH:9])([O-:14])=[O:13] |f:1.2,4.5|. Procedure details: 2-trifluoromethyphenol (3.00 g, 18.5 mmol) was dissolved in methylene chloride(40 mL) followed by the addition of sodium nitrate (1.73 g, 20.4 mmol). The addition of sulfuric acid (23 mL/3M) was then made, followed by addition of a catalytic amount of sodium nitrite. The mixture was allowed to stir. After 24 hours, the reaction mixture was diluted with methylene chloride and extracted with water. The organic layer was dried over MgSO4 and filtered. The solvent was evaporated and chromatography o...